Dataset: the Open Reaction Database (ORD), a public repository of structured organic reaction records. Task: describe an organic reaction: reactants, conditions, products, and yield Starting materials: CCOc1cc(C=O)c([N+](=O)[O-])cc1O, ClCCl, O, O=[N+]([O-])O. Yields the product CCOc1cc(C=O)c([N+](=O)[O-])c([N+](=O)[O-])c1O. As a reaction SMILES: [CH2:1]([CH3:2])[O:3][c:4]1[c:5]([OH:15])[cH:6][c:7]([N+:12](=[O:13])[O-:14])[c:8]([CH:9]=[O:10])[cH:11]1.[Cl:21][CH2:22][Cl:23].[OH2:20].[OH:16][N+:17]([O-:18])=[O:19]>>[CH2:1]([CH3:2])[O:3][c:4]1[c:5]([OH:15])[c:6]([N+:17](=[O:16])[O-:18])[c:7]([N+:12](=[O:13])[O-:14])[c:8]([CH:9]=[O:10])[cH:11]1. The reactants are [Al+3], [H-], [H-], [H-], [H-], [Li+], O=NN1CCN(Cc2cccs2)CC1, [Na+], C1CCOC1, [OH-], O. Yields the product NN1CCN(Cc2cccs2)CC1. RXN SMILES: [Al+3:16].[H-:15].[H-:18].[H-:19].[H-:20].[Li+:17].[N:1](=[O:2])[N:3]1[CH2:4][CH2:5][N:6]([CH2:9][c:10]2[cH:11][cH:12][cH:13][s:14]2)[CH2:7][CH2:8]1.[Na+:23].[O:24]1[CH2:25][CH2:26][CH2:27][CH2:28]1.[OH-:22].[OH2:21]>>[NH2:1][N:3]1[CH2:4][CH2:5][N:6]([CH2:9][c:10]2[cH:11][cH:12][cH:13][s:14]2)[CH2:7][CH2:8]1. Solvent: C(Cl)(Cl)(Cl)Cl (carbon tetrachloride). The yield is 34.0%. Reagents/catalysts: C1(=CC=CC=C1)P(C1=CC=CC=C1)C1=CC=CC=C1.[Au](Cl)(Cl)Cl (gold chloride triphenylphosphine), F[B-](F)(F)F.[Ag+] (silver tetrafluoroborate). The reactants are CC(C(=O)O)(C)C1=NC=CN=C1C#CC1=C(C=CC=C1)C(F)(F)F (2-methyl-2-[3-(2-trifluoromethyl-phenylethynyl)-pyrazin-2-yl]-propionic acid). Procedure details: A solution of gold chloride triphenylphosphine (0.444 g) and silver tetrafluoroborate (0.174 g) in carbon tetrachloride was stirred for 30 min. To this solution was added a solution of 2-methyl-2-[3-(2-trifluoromethyl-phenylethynyl)-pyrazin-2-yl]-propionic acid (0.50 g). The reaction mixture was flushed out with argon then heated to 55° C. for 48 hours. The reaction mixture was cooled to ambient temperature, filtered, concentrated and the residue purified by chromatography on silica gel (eluent ... Reaction SMILES: [CH3:1][C:2]([C:7]1[C:12]([C:13]#[C:14][C:15]2[CH:20]=[CH:19][CH:18]=[CH:17][C:16]=2[C:21]([F:24])([F:23])[F:22])=[N:11][CH:10]=[CH:9][N:8]=1)([CH3:6])[C:3]([OH:5])=[O:4]>C(Cl)(Cl)(Cl)Cl.C1(P(C2C=CC=CC=2)C2C=CC=CC=2)C=CC=CC=1.[Au](Cl)(Cl)Cl.F[B-](F)(F)F.[Ag+]>[CH3:6][C:2]1([CH3:1])[C:7]2[C:12](=[N:11][CH:10]=[CH:9][N:8]=2)/[C:13](=[CH:14]/[C:15]2[CH:20]=[CH:19][CH:18]=[CH:17][C:16]=2[C:21]([F:23])([F:24])[F:22])/[O:4][C:3]1=[O:5] |f:2.3,4.5|. The product is CC1(C(O\C(\C2=NC=CN=C21)=C/C2=C(C=CC=C2)C(F)(F)F)=O)C (8,8-dimethyl-5-[1-(2-trifluoromethyl-phenyl)-meth-(Z)-ylidene]-5,8-dihydro-pyrano[3,4-b]pyrazin-7-one). Run at temperature 55 celsius. Reactants: NCCN1CCN(CC1)C1=C(C=CC=C1)OC (4-[(2-amino) ethyl]-1-(2-methoxyphenyl)piperazine), ClCC(=O)Cl (chloroacetyl chloride). The product is COC1=C(C=CC=C1)N1CCNCC1 (1-(2-methoxyphenyl)piperazine). The yield is 50.8%. RXN SMILES: NCC[N:4]1[CH2:9][CH2:8][N:7]([C:10]2[CH:15]=[CH:14][CH:13]=[CH:12][C:11]=2[O:16][CH3:17])[CH2:6][CH2:5]1.ClCC(Cl)=O>>[CH3:17][O:16][C:11]1[CH:12]=[CH:13][CH:14]=[CH:15][C:10]=1[N:7]1[CH2:8][CH2:9][NH:4][CH2:5][CH2:6]1. Reported procedure: Following the procedures in the Step 3 of EXAMPLE 1, the reaction of 4-[(2-amino) ethyl]-1-(2-methoxyphenyl)piperazine (4.19 mmol) and chloroacetyl chloride (4.68 mmol) gave 4-[2-(α-bromo)acetamido)ethyl]-1-(2-methoxyphenyl)piperazine (409 mg, 31%) Starting materials: O=C1C(CN(C2=C(N1)C=C(C=C2)C)C(C(C)(C)C)=O)NC(=O)OC(C)(C)C (2-oxo-3-tert-butoxycarbonylamino-5-pivaloyl-8-methyl-1,3,4,5-tetrahydro-2H-1,5-benzodiazepine), Cl (hydrochloric acid), BrCC(=O)C1=C(C=CC=C1)C (2-bromo-2′-methylacetophenone), [OH-].[Na+] (sodium hydroxide). The reagents and catalysts are [Br-].C(CCC)[N+](CCCC)(CCCC)CCCC (tetra n-butylammonium bromide). The solvent is C1(=CC=CC=C1)C (toluene). Run at time 8 hour. The product is C=1(C(=CC=CC1)C(=O)CN1C(C(CN(C2=C1C=C(C=C2)C)C(C(C)(C)C)=O)NC(=O)OC(C)(C)C)=O)C (1-(2-toluoylmethyl)-2-oxo-3-tert-butoxycarbonylamino-5-pivaloyl-8-methyl-1,3,4,5-tetrahydro-2H-1,5-benzodiazepine). Isolated yield 84.0%. Reaction SMILES: [O:1]=[C:2]1[NH:8][C:7]2[CH:9]=[C:10]([CH3:13])[CH:11]=[CH:12][C:6]=2[N:5]([C:14](=[O:19])[C:15]([CH3:18])([CH3:17])[CH3:16])[CH2:4][CH:3]1[NH:20][C:21]([O:23][C:24]([CH3:27])([CH3:26])[CH3:25])=[O:22].Br[CH2:29][C:30]([C:32]1[CH:37]=[CH:36][CH:35]=[CH:34][C:33]=1[CH3:38])=[O:31].[OH-].[Na+].Cl>C1(C)C=CC=CC=1.[Br-].C([N+](CCCC)(CCCC)CCCC)CCC>[C:33]1([CH3:38])[C:32]([C:30]([CH2:29][N:8]2[C:7]3[CH:9]=[C:10]([CH3:13])[CH:11]=[CH:12][C:6]=3[N:5]([C:14](=[O:19])[C:15]([CH3:18])([CH3:16])[CH3:17])[CH2:4][CH:3]([NH:20][C:21]([O:23][C:24]([CH3:27])([CH3:26])[CH3:25])=[O:22])[C:2]2=[O:1])=[O:31])=[CH:37][CH:36]=[CH:35][CH:34]=1 |f:2.3,6.7|. Procedure details: 2-Oxo-3-tert-butoxycarbonylamino-5-pivaloyl-8-methyl-1,3,4,5-tetrahydro-2H-1,5-benzodiazepine (4.00 g) obtained from Step 1 of Example 89 was suspended in toluene (56 ml), 2-bromo-2′-methylacetophenone (2.72 g), 1N aqueous sodium hydroxide (28 ml) and tetra n-butylammonium bromide (40 mg) were added, and the mixture was stirred overnight at room temperature. The reaction mixture was weakly acidified with 1N hydrochloric acid, extracted with methylene chloride. The organic layer was washed with s... Starting materials: BrCCCCC(CO)(C1=CC=C(C=C1)C)C (6-Bromo-2-methyl-2-p-tolylhexan-1-ol), BrCCCCCC(C(=O)OCC)(C)C (Ethyl 7-Bromo-2,2-dimethylheptanoate), [Li+].[BH4-] (LiBH4), CO (methanol). The solvent is C(Cl)Cl (CH2Cl2). Yields the product BrCCCCCC(CO)(C)C (7-Bromo-2,2-dimethylheptan-1-ol). The yield is 101.4%. RXN SMILES: BrCCCCC(C)(C1C=CC(C)=CC=1)CO.[Br:17][CH2:18][CH2:19][CH2:20][CH2:21][CH2:22][C:23]([CH3:30])([CH3:29])[C:24](OCC)=[O:25].[Li+].[BH4-].CO>C(Cl)Cl>[Br:17][CH2:18][CH2:19][CH2:20][CH2:21][CH2:22][C:23]([CH3:30])([CH3:29])[CH2:24][OH:25] |f:2.3|. Reported procedure: According to the method for the synthesis of 206e, 205g (43.0 g, 0.16 mol) was treated with LiBH4 (5.55 g, 0.25 mol) and methanol (7.75 g, 0.24 mol) in CH2Cl2 (200 mL) to give 206g (36.2 g, 98%) as a colorless, viscous oil. 1H NMR (CDCl3): δ 3.41 (t, 2H, J=6.9), 3.30 (br. s, 2H), 1.90-1.84 (m, 3H), 1.42-1.22 (m, 6H), 0.86 (s, 6H). 13C NMR (CDCl3): δ 71.9, 38.6, 35.1, 34.1, 32.9, 29.2, 24.0, 23.2. HRMS (LSIMS, nba): Calcd for C9H18Br (MH+—H2O): 205.0592, found: 205.0563.